describe an organic reaction: reactants, conditions, products, and yield From a dataset of the Open Reaction Database (ORD), a public repository of structured organic reaction records. The reactants are Cc1ccc(-c2cn(CCOC3CCCCO3)nn2)cc1C(=O)c1ccc(Nc2ccc(F)cc2F)cc1Cl, C#Cc1ccc(C)c(C(=O)c2ccc(Nc3ccc(F)cc3)cc2Cl)c1, [N-]=[N+]=NCCOC1CCCCO1. Product: Cc1ccc(-c2cn(CCOC3CCCCO3)nn2)cc1C(=O)c1ccc(Nc2ccc(F)cc2)cc1Cl. As a reaction SMILES: [Cl:1][c:2]1[c:3]([C:17](=[O:18])[c:19]2[c:20]([CH3:39])[cH:21][cH:22][c:23](-[c:25]3[n:26][n:27][n:28]([CH2:30][CH2:31][O:32][CH:33]4[O:34][CH2:35][CH2:36][CH2:37][CH2:38]4)[cH:29]3)[cH:24]2)[cH:4][cH:5][c:6]([NH:8][c:9]2[c:10]([F:16])[cH:11][c:12]([F:15])[cH:13][cH:14]2)[cH:7]1.[Cl:40][c:41]1[cH:42][c:43]([NH:44][c:45]2[cH:46][cH:47][c:48]([F:49])[cH:50][cH:51]2)[cH:52][cH:53][c:54]1[C:55]([c:56]1[cH:57][c:58]([C:59]#[CH:60])[cH:61][cH:62][c:63]1[CH3:64])=[O:65].[N:66]([CH2:67][CH2:68][O:69][CH:70]1[CH2:71][CH2:72][CH2:73][CH2:74][O:75]1)=[N+:76]=[N-:77]>>[Cl:1][c:2]1[c:3]([C:17](=[O:18])[c:19]2[c:20]([CH3:39])[cH:21][cH:22][c:23](-[c:25]3[n:26][n:27][n:28]([CH2:30][CH2:31][O:32][CH:33]4[O:34][CH2:35][CH2:36][CH2:37][CH2:38]4)[cH:29]3)[cH:24]2)[cH:4][cH:5][c:6]([NH:8][c:9]2[cH:10][cH:11][c:12]([F:15])[cH:13][cH:14]2)[cH:7]1.